From a dataset of the Open Reaction Database (ORD), a public repository of structured organic reaction records. describe an organic reaction: reactants, conditions, products, and yield Starting materials: C1CCOC1 (THF), C(\C=C/C(=O)O)(=O)O (maleic acid), C1CCOC1 (THF), CN(C)C/C=C/C(=O)NC=1C=C2C(=CC1O[C@H]3CCOC3)N=CN=C2NC=4C=CC(=C(C4)Cl)F (afatinib), C1CCOC1 (THF). Yields the product CN(C/C=C/C(=O)NC1=C(C=C2N=CN=C(C2=C1)NC3=CC(=C(C=C3)F)Cl)O[C@@H]4COCC4)C.C(=C\C(=O)O)\C(=O)O.C(=C\C(=O)O)\C(=O)O (Afatinib Dimaleate). The yield is 85.3%. RXN SMILES: [CH3:1][N:2]([CH2:4]/[CH:5]=[CH:6]/[C:7]([NH:9][C:10]1[CH:11]=[C:12]2[C:25]([NH:26][C:27]3[CH:28]=[CH:29][C:30]([F:34])=[C:31]([Cl:33])[CH:32]=3)=[N:24][CH:23]=[N:22][C:13]2=[CH:14][C:15]=1[O:16][C@@H:17]1[CH2:21][O:20][CH2:19][CH2:18]1)=[O:8])[CH3:3].[C:35]([OH:42])(=[O:41])/[CH:36]=[CH:37]\[C:38]([OH:40])=[O:39].C1COCC1>>[CH3:3][N:2]([CH3:1])[CH2:4]/[CH:5]=[CH:6]/[C:7]([NH:9][C:10]1[CH:11]=[C:12]2[C:13]([N:22]=[CH:23][N:24]=[C:25]2[NH:26][C:27]2[CH:28]=[CH:29][C:30]([F:34])=[C:31]([Cl:33])[CH:32]=2)=[CH:14][C:15]=1[O:16][C@H:17]1[CH2:18][CH2:19][O:20][CH2:21]1)=[O:8].[CH:36](/[C:35]([OH:42])=[O:41])=[CH:37]/[C:38]([OH:40])=[O:39].[CH:36](/[C:35]([OH:42])=[O:41])=[CH:37]/[C:38]([OH:40])=[O:39] |f:3.4.5|. Procedure details: THF (0.5 ml) was added to 200 mg (0.41 mmol) afatinib free base and the mixture was stirred at room temperature to obtain a light yellow coloured solution. A solution of 100 mg (0.8 mmol) maleic acid in 0.5 ml THF was added over the course of 2 min. Another 4 ml THF were added and the mixture was stirred for 1 h. The solids were filtered off, rinsed with 2 ml THF and dried on a rotary evaporator at 48° C./3 mbar for 6 h to give 0.245 g (83% yield) of a white solid. Starting materials: resultant solution, [Cl-].[Na+] (sodium chloride), Cl (hydrochloric acid), FC(C(=O)OC(C(F)(F)F)=O)(F)F (Trifluoroacetic anhydride), C(C)OC(=O)NN=C(C(C(=O)NC1[C@@H]2N(C(C(CS2)O)C(=O)O)C1=O)=NOC)C (7-(3-ethoxycarbonylhydrazono-2-methoxyiminobutyramido)-3-hydroxycepham-4-carboxylic acid). Solvent: C(C)(=O)OCC (ethyl acetate), O1CCCC1 (tetrahydrofuran), C(C)N(CC)CC (triethylamine). Product: C(C)OC(=O)NN=C(C(C(=O)NC1[C@@H]2N(C(=CCS2)C(=O)O)C1=O)=NOC)C (7-(3-ethoxycarbonylhydrazono-2-methoxyiminobutyramido)-3-cephem-4-carboxylic acid). The yield is 93.4%. Reaction SMILES: FC(F)(F)C(OC(=O)C(F)(F)F)=O.[CH2:14]([O:16][C:17]([NH:19][N:20]=[C:21]([CH3:42])[C:22](=[N:39][O:40][CH3:41])[C:23]([NH:25][CH:26]1[C:37](=[O:38])[N:28]2[CH:29]([C:34]([OH:36])=[O:35])[CH:30](O)[CH2:31][S:32][C@H:27]12)=[O:24])=[O:18])[CH3:15].[Cl-].[Na+].Cl>O1CCCC1.C(OCC)(=O)C.C(N(CC)CC)C>[CH2:14]([O:16][C:17]([NH:19][N:20]=[C:21]([CH3:42])[C:22](=[N:39][O:40][CH3:41])[C:23]([NH:25][CH:26]1[C:37](=[O:38])[N:28]2[C:29]([C:34]([OH:36])=[O:35])=[CH:30][CH2:31][S:32][C@H:27]12)=[O:24])=[O:18])[CH3:15] |f:2.3|. Procedure details: Trifluoroacetic anhydride (6.8 ml.) and triethylamine (4.2 ml.) were added to a solution of 7-(3-ethoxycarbonylhydrazono-2-methoxyiminobutyramido)-3-hydroxycepham-4-carboxylic acid (syn isomer, 4.3 g.) in dry tetrahydrofuran (215 ml.) under ice cooling and stirred at the same temperature for an hour. To the resultant solution were added ethyl acetate (200 ml.) and a sodium chloride saturated aqueous solution (100 ml.), and adjusted to pH 2.0 with 6N hydrochloric acid. After separating the organi... Reactants: BrC1=CN=C(C=2N1N=CN2)Br (5,8-Dibromo-[1,2,4]triazolo[1,5-a]pyrazine), NC=1C=C(C(=O)OCC)C=CC1 (ethyl 3-aminobenzoate), Br (HBr). Run in C(CC)O (PrOH). Reaction conditions: temperature 85 celsius. The product is C(C)OC(C1=CC(=CC=C1)NC=1C=2N(C(=CN1)Br)N=CN2)=O (3-(5-Bromo-[1,2,4]triazolo[1,5-a]pyrazin-8-ylamino)benzoic acid ethyl ester). Isolated yield 98.0%. As a reaction SMILES: [Br:1][C:2]1[N:7]2[N:8]=[CH:9][N:10]=[C:6]2[C:5](Br)=[N:4][CH:3]=1.[NH2:12][C:13]1[CH:14]=[C:15]([CH:21]=[CH:22][CH:23]=1)[C:16]([O:18][CH2:19][CH3:20])=[O:17].Br>C(O)CC>[CH2:19]([O:18][C:16](=[O:17])[C:15]1[CH:21]=[CH:22][CH:23]=[C:13]([NH:12][C:5]2[C:6]3[N:7]([N:8]=[CH:9][N:10]=3)[C:2]([Br:1])=[CH:3][N:4]=2)[CH:14]=1)[CH3:20]. Procedure details: 5,8-Dibromo-[1,2,4]triazolo[1,5-a]pyrazine (1.39 g, 5.00 mmol) and ethyl 3-aminobenzoate (0.93 g, 5.60 mmol) are stirred in PrOH (10 mL) and HBr (48% aq., 1.14 mL, 10 mmol) is added. The mixture is heated at 85° C. for 4 h and then cooled to rt and quenched with NaHCO3 (sat. aq., 25 mL). The resulting suspension is cooled to 0° C. and the white solid is collected by suction filtration and washed with water (10 mL). The crude product is taken up in EtOH and the solvent evaporated to afford the ti... RXN SMILES: [CH2:19]([Al+:20][CH2:21][CH:22]([CH3:23])[CH3:24])[CH:25]([CH3:26])[CH3:27].[CH3:28][CH2:29][CH2:30][CH2:31][CH2:32][CH3:33].[F:1][C:2]([c:3]1[cH:4][cH:5][c:6]([CH:9]=[CH:10][C:11](=[O:12])[O:13][CH2:14][CH3:15])[cH:7][cH:8]1)([F:16])[F:17].[H-:18]>>[F:1][C:2]([c:3]1[cH:4][cH:5][c:6]([CH:9]=[CH:10][CH2:11][OH:12])[cH:7][cH:8]1)([F:16])[F:17]. The product is OCC=Cc1ccc(C(F)(F)F)cc1. Reactants: CC(C)C[Al+]CC(C)C, CCCCCC, CCOC(=O)C=Cc1ccc(C(F)(F)F)cc1, [H-].